Task: describe an organic reaction: reactants, conditions, products, and yield. Dataset: the Open Reaction Database (ORD), a public repository of structured organic reaction records Run in C(C)N(CC)CC (triethylamine). As a reaction SMILES: Br[C:2]1[CH:9]=[CH:8][C:5]([CH:6]=[O:7])=[CH:4][CH:3]=1.CN(C)C=O.[CH:15]1([C:18]#[CH:19])[CH2:17][CH2:16]1.[Cl-].[NH4+]>Cl[Pd](Cl)([P](C1C=CC=CC=1)(C1C=CC=CC=1)C1C=CC=CC=1)[P](C1C=CC=CC=1)(C1C=CC=CC=1)C1C=CC=CC=1.[Cu]I.C(N(CC)CC)C>[CH:15]1([C:18]#[C:19][C:2]2[CH:9]=[CH:8][C:5]([CH:6]=[O:7])=[CH:4][CH:3]=2)[CH2:17][CH2:16]1 |f:3.4,^1:24,43|. Starting materials: BrC1=CC=C(C=O)C=C1 (4-bromobenzaldehyde), CN(C=O)C (N,N-dimethylformamide), C1(CC1)C#C (cyclopropylacetylene), [Cl-].[NH4+] (ammonium chloride). The reagents and catalysts are Cl[Pd]([P](C1=CC=CC=C1)(C2=CC=CC=C2)C3=CC=CC=C3)([P](C4=CC=CC=C4)(C5=CC=CC=C5)C6=CC=CC=C6)Cl (bis(triphenylphosphine)palladium(II) dichloride), [Cu]I (copper(I) iodide). Conditions: temperature 110 celsius, time 1 minute. Yields the product C1(CC1)C#CC1=CC=C(C=O)C=C1 (4-(cyclopropylethynyl)benzaldehyde). Procedure details: To a mixture of 4-bromobenzaldehyde (2.00 g), bis(triphenylphosphine)palladium(II) dichloride (228 mg), copper(I) iodide (20.6 mg), N,N-dimethylformamide (2.00 mL) and triethylamine (15.1 mL), cyclopropylacetylene was added and thereafter the mixture was stirred in a sealed tube at 110° C. for one minute under irradiation with microwaves. After being cooled to room temperature, the reaction mixture was poured into a saturated aqueous solution of ammonium chloride and extracted with a liquid mixt... Reactants: ClC1=CC=C2C(=C(NC2=C1)C1=CC=CC=C1)CCC(=O)O (6-chloro-2-phenylindole-3-propionic acid), C(C)O (ethanol), Cl (hydrochloric acid), Cl (hydrochloric acid). The reagents and catalysts are [Zn] (zinc). The product is C(C)(=O)N1C(C2C=3C(=CC(=CC13)Cl)C(CC2)=O)C2=CC=CC=C2 (1-acetyl-7-chloro-2-phenyl-1,2,2a,3,4,5-hexahydrobenz[cd]indol-5-one). The yield is 20.0%. RXN SMILES: [Cl:1][C:2]1[CH:10]=[C:9]2[C:5]([C:6]([CH2:17][CH2:18][C:19]([OH:21])=O)=[C:7]([C:11]3[CH:16]=[CH:15][CH:14]=[CH:13][CH:12]=3)[NH:8]2)=[CH:4][CH:3]=1.Cl.[CH2:23]([OH:25])[CH3:24]>[Zn]>[C:23]([N:8]1[C:9]2[CH:10]=[C:2]([Cl:1])[CH:3]=[C:4]3[C:19](=[O:21])[CH2:18][CH2:17][CH:6]([C:5]=23)[CH:7]1[C:11]1[CH:12]=[CH:13][CH:14]=[CH:15][CH:16]=1)(=[O:25])[CH3:24]. Reported procedure: 6-chloro-2-phenylindole-3-propionic acid (19.5 g) synthesized as in Example 1, step 1 was suspended in ethanol (200 ml), and to the suspension were added zinc powder (42.5 g), then conc. hydrochloric acid (50 ml). The mixture was heated to reflux for 3 hours. In the meantime, two portions (50 ml and 20 ml) of conc. hydrochloric acid were further added 1 hour and 2 hours later respectively. After allowing the mixture to cool, the zinc was filtered off and the filtrate was diluted with water, adju... Reactants: CC1(C)C(C(=O)c2c[nH]c3cc(S(C)(=O)=O)ccc23)C1(C)C, CS(=O)(=O)OCC1CCOCC1, [H-], [Na+], CN(C)C=O. Yields the product CC1(C)C(C(=O)c2cn(CC3CCOCC3)c3cc(S(C)(=O)=O)ccc23)C1(C)C. Reaction SMILES: [CH3:1][S:2](=[O:3])(=[O:4])[c:5]1[cH:6][cH:7][c:8]2[c:9]([C:14](=[O:15])[CH:16]3[C:17]([CH3:21])([CH3:22])[C:18]3([CH3:19])[CH3:20])[cH:10][nH:11][c:12]2[cH:13]1.[CH3:23][S:24]([O:25][CH2:28][CH:29]1[CH2:30][CH2:31][O:32][CH2:33][CH2:34]1)(=[O:26])=[O:27].[H-:36].[Na+:35].[O:37]=[CH:38][N:39]([CH3:40])[CH3:41]>>[CH3:1][S:2](=[O:3])(=[O:4])[c:5]1[cH:6][cH:7][c:8]2[c:9]([C:14](=[O:15])[CH:16]3[C:17]([CH3:21])([CH3:22])[C:18]3([CH3:19])[CH3:20])[cH:10][n:11]([CH2:28][CH:29]3[CH2:30][CH2:31][O:32][CH2:33][CH2:34]3)[c:12]2[cH:13]1. The reactants are CC(C)(C)O, C=CCC(Cc1c(Cl)cc(C(F)(F)F)c(F)c1F)C(=O)N1C(=O)OCC1Cc1ccccc1, C1CCOC1, [O-][I+3]([O-])([O-])[O-], [Na+], O=[Os](=O)(=O)=O, O. Yields the product O=CCC(Cc1c(Cl)cc(C(F)(F)F)c(F)c1F)C(=O)N1C(=O)OCC1Cc1ccccc1. RXN SMILES: [C:34]([CH3:35])([CH3:36])([CH3:37])[OH:38].[CH2:1]([c:2]1[cH:3][cH:4][cH:5][cH:6][cH:7]1)[CH:8]1[N:9]([C:14]([CH:15]([CH2:16][CH:17]=[CH2:18])[CH2:19][c:20]2[c:21]([F:32])[c:22]([F:31])[c:23]([C:27]([F:28])([F:29])[F:30])[cH:24][c:25]2[Cl:26])=[O:33])[C:10](=[O:13])[O:11][CH2:12]1.[CH2:45]1[O:46][CH2:47][CH2:48][CH2:49]1.[I+3:39]([O-:40])([O-:41])([O-:42])[O-:43].[Na+:44].[O:51]=[Os:52](=[O:53])(=[O:54])=[O:55].[OH2:50]>>[CH2:1]([c:2]1[cH:3][cH:4][cH:5][cH:6][cH:7]1)[CH:8]1[N:9]([C:14]([CH:15]([CH2:16][CH:17]=[O:38])[CH2:19][c:20]2[c:21]([F:32])[c:22]([F:31])[c:23]([C:27]([F:28])([F:29])[F:30])[cH:24][c:25]2[Cl:26])=[O:33])[C:10](=[O:13])[O:11][CH2:12]1.